From a dataset of the Open Reaction Database (ORD), a public repository of structured organic reaction records. describe an organic reaction: reactants, conditions, products, and yield The reactants are CO, Cl, [Na+], [OH-], O, COC(=O)Cc1ccc(O)c([N+](=O)[O-])c1. Product: O=C(O)Cc1ccc(O)c([N+](=O)[O-])c1. Reaction SMILES: [CH3:20][OH:21].[ClH:18].[Na+:17].[OH-:16].[OH2:19].[OH:1][c:2]1[c:3]([N+:13](=[O:14])[O-:15])[cH:4][c:5]([CH2:8][C:9](=[O:10])[O:11][CH3:12])[cH:6][cH:7]1>>[OH:1][c:2]1[c:3]([N+:13](=[O:14])[O-:15])[cH:4][c:5]([CH2:8][C:9](=[O:10])[OH:11])[cH:6][cH:7]1.